Dataset: the Open Reaction Database (ORD), a public repository of structured organic reaction records. Task: describe an organic reaction: reactants, conditions, products, and yield Starting materials: CC1=C(N=C2N1C=C(C=C2)C=2C=C(C=CC2)CO)C=2SC=CC2 ([3-(3-methyl-2-thien-2-ylimidazo[1,2-a]pyridin-6-yl)phenyl]methanol), solution, Cl (hydrochloric acid). Run in ClCCl (dichloromethane), CO (methanol), C(C)(C)O (isopropanol). Yields the product Cl.CC1=C(N=C2N1C=C(C=C2)C=2C=C(C=CC2)CO)C=2SC=CC2 ([3-(3-Methyl-2-thien-2-ylimidazo[1,2-a]pyridin-6-yl)phenyl]methanol hydrochloride). RXN SMILES: [CH3:1][C:2]1[N:6]2[CH:7]=[C:8]([C:11]3[CH:12]=[C:13]([CH2:17][OH:18])[CH:14]=[CH:15][CH:16]=3)[CH:9]=[CH:10][C:5]2=[N:4][C:3]=1[C:19]1[S:20][CH:21]=[CH:22][CH:23]=1.[ClH:24]>ClCCl.CO.C(O)(C)C>[ClH:24].[CH3:1][C:2]1[N:6]2[CH:7]=[C:8]([C:11]3[CH:12]=[C:13]([CH2:17][OH:18])[CH:14]=[CH:15][CH:16]=3)[CH:9]=[CH:10][C:5]2=[N:4][C:3]=1[C:19]1[S:20][CH:21]=[CH:22][CH:23]=1 |f:5.6|. Reported procedure: 140 mg of [3-(3-methyl-2-thien-2-ylimidazo[1,2-a]pyridin-6-yl)phenyl]methanol are suspended in dichloromethane and methanol; 3.2 ml of a 0.1N solution of hydrochloric acid in isopropanol are added thereto, dropwise. The reaction mixture is then concentrated under reduced pressure. The residual solid is taken up in diethyl ether, and the precipitate is recovered by filtration and oven-dried under reduced pressure. 150 mg of compound are obtained. The reactants are C(C)(C)I (isopropyl iodide), C([O-])([O-])=O.[K+].[K+] (potassium carbonate), N1=CC(=CC2=CC=CC=C12)C1=NCCNC2=C1C=CC=C2 (2,3-Dihydro-5-(3-quinolinyl)-1H-1,4-benzodiazepine), C(C)(C)I (Isopropyl iodide), C([O-])([O-])=O.[K+].[K+] (potassium carbonate), O (water). Run in CN(C=O)C (dimethyl formamide). Conditions: temperature 100 celsius, time 48 hour. Yields the product C(C)(C)N1CCN=C(C2=C1C=CC=C2)C=2C=NC1=CC=CC=C1C2 (2,3-Dihydro-1-isopropyl-5-(3-quinolinyl)-1H-1,4-benzodiazepine). Yield: 8.6%. Reaction SMILES: [N:1]1[C:10]2[C:5](=[CH:6][CH:7]=[CH:8][CH:9]=2)[CH:4]=[C:3]([C:11]2[C:17]3[CH:18]=[CH:19][CH:20]=[CH:21][C:16]=3[NH:15][CH2:14][CH2:13][N:12]=2)[CH:2]=1.[CH:22](I)([CH3:24])[CH3:23].C(=O)([O-])[O-].[K+].[K+].O>CN(C)C=O>[CH:22]([N:15]1[C:16]2[CH:21]=[CH:20][CH:19]=[CH:18][C:17]=2[C:11]([C:3]2[CH:2]=[N:1][C:10]3[C:5]([CH:4]=2)=[CH:6][CH:7]=[CH:8][CH:9]=3)=[N:12][CH2:13][CH2:14]1)([CH3:24])[CH3:23] |f:2.3.4|. Reported procedure: 2,3-Dihydro-5-(3-quinolinyl)-1H-1,4-benzodiazepine (0.12 g, 0.44 mmol) was dissolved in 5 mL of dimethyl formamide, and added with isopropyl iodide (0.11 g, 0.65 mmol) and potassium carbonate (0.10 g, 0.72 mmol), followed by stirring at 100° C. for 48 hours. Isopropyl iodide (0.22 g, 1.29 mmol) and potassium carbonate (0.20 g, 1.45 mmol) were added to the resulting reaction solution, followed by stirring at 100° C. for 14 hours. The resulting reaction solution was cooled to room temperature, and...